Dataset: the Open Reaction Database (ORD), a public repository of structured organic reaction records. Task: describe an organic reaction: reactants, conditions, products, and yield Reactants: ClC=1C=NC=2N(C1)N=C(C2)C(=O)O (6-chloro-pyrazolo[1,5-a]pyrimidine-2-carboxylic acid), BrC1=C2CCNC(C2=CC=C1)C (5-Bromo-1-methyl-1,2,3,4-tetrahydro-isoquinoline). Product: BrC1=C2CCN(C(C2=CC=C1)C)C(=O)C1=NN2C(N=CC(=C2)Cl)=C1 ((5-Bromo-1-methyl-3,4-dihydro-1H-isoquinolin-2-yl)-(6-chloro-pyrazolo[1,5-a]pyrimidin-2-yl)-methanone). RXN SMILES: [Cl:1][C:2]1[CH:3]=[N:4][C:5]2[N:6]([N:8]=[C:9]([C:11]([OH:13])=O)[CH:10]=2)[CH:7]=1.[Br:14][C:15]1[CH:24]=[CH:23][CH:22]=[C:21]2[C:16]=1[CH2:17][CH2:18][NH:19][CH:20]2[CH3:25]>>[Br:14][C:15]1[CH:24]=[CH:23][CH:22]=[C:21]2[C:16]=1[CH2:17][CH2:18][N:19]([C:11]([C:9]1[CH:10]=[C:5]3[N:4]=[CH:3][C:2]([Cl:1])=[CH:7][N:6]3[N:8]=1)=[O:13])[CH:20]2[CH3:25]. Reported procedure: In close analogy to the procedure described in Example 1, 6-chloro-pyrazolo[1,5-a]pyrimidine-2-carboxylic acid is reacted with 5-Bromo-1-methyl-1,2,3,4-tetrahydro-isoquinoline to provide the title compound in moderate yield. Starting materials: ClC1=C(C(=NC=C1)C1=CC=C(C=C1)NC(=O)NC1=C(C=C(C=C1)OC)OC)C#N (1-[4-(4-Chloro-3-cyanopyrid-2-yl)phenyl]-3-(2,4-dimethoxyphenyl)urea), O.NN (hydrazine hydrate), FC(C(=O)O)(F)F (trifluoroacetic acid). Yields the product NC1=NNC2=C1C(=NC=C2)C2=CC=C(C=C2)NC(=O)NC2=C(C=C(C=C2)OC)OC (1-[4-(3-Amino-1H-pyrazolo[4,3-c]pyrid-4-yl)phenyl]-3-(2,4-dimethoxyphenyl)urea). Reaction SMILES: Cl[C:2]1[CH:7]=[CH:6][N:5]=[C:4]([C:8]2[CH:13]=[CH:12][C:11]([NH:14][C:15]([NH:17][C:18]3[CH:23]=[CH:22][C:21]([O:24][CH3:25])=[CH:20][C:19]=3[O:26][CH3:27])=O)=[CH:10][CH:9]=2)[C:3]=1[C:28]#[N:29].[OH2:30].[NH2:31][NH2:32].FC(F)(F)C(O)=O>>[NH2:29][C:28]1[C:3]2[C:4]([C:8]3[CH:13]=[CH:12][C:11]([NH:14][C:15]([NH:17][C:18]4[CH:23]=[CH:22][C:21]([O:24][CH3:25])=[CH:20][C:19]=4[O:26][CH3:27])=[O:30])=[CH:10][CH:9]=3)=[N:5][CH:6]=[CH:7][C:2]=2[NH:32][N:31]=1 |f:1.2|. Reported procedure: 1-[4-(4-Chloro-3-cyanopyrid-2-yl)phenyl]-3-(2,4-dimethoxyphenyl)urea is treated with hydrazine hydrate and then with trifluoroacetic acid under conditions similar to those described in Example 27. 1-[4-(3-Amino-1H-pyrazolo[4,3-c]pyrid-4-yl)phenyl]-3-(2,4-dimethoxyphenyl)urea is obtained in the form of a beige-coloured solid, the characteristics of which are as follows: Starting materials: [BH4-], Cc1cc(C=O)ccc1Br, CC(C)CCN, CO, [Na+]. Yields the product Cc1cc(CNCCC(C)C)ccc1Br. RXN SMILES: [BH4-:17].[Br:1][c:2]1[c:3]([CH3:10])[cH:4][c:5]([CH:6]=[O:7])[cH:8][cH:9]1.[CH2:11]([CH2:12][CH:13]([CH3:14])[CH3:15])[NH2:16].[CH3:19][OH:20].[Na+:18]>>[Br:1][c:2]1[c:3]([CH3:10])[cH:4][c:5]([CH2:6][NH:16][CH2:11][CH2:12][CH:13]([CH3:14])[CH3:15])[cH:8][cH:9]1. Reactants: C(C=C)OC(=O)N1[C@@H](C[C@H](C1)O[Si](C)(C)C(C)(C)C)C=O ((2S,4R)-1-allyloxycarbonyl-4-(t-butyldimethylsilyloxy)-2-formylpyrrolidine), BrC1=NC=CC=C1 (2-bromopyridine), C(CCC)[Li] (n-butyl lithium). The solvent is O1CCCC1 (tetrahydrofuran), CCCCCC (hexane). Run at time 15 minute. The product is C(C=C)OC(=O)N1[C@@H](C[C@H](C1)O[Si](C)(C)C(C)(C)C)C(O)C1=NC=CC=C1 (1-{(2S,4R)-1-allyloxycarbonyl-4-(t-butyldimethyl-silyloxy) pyrrolidin-2-yl}-1-(pyridin-2-yl)methanol). Yield: 34.3%. As a reaction SMILES: Br[C:2]1[CH:7]=[CH:6][CH:5]=[CH:4][N:3]=1.C([Li])CCC.[CH2:13]([O:16][C:17]([N:19]1[CH2:23][C@H:22]([O:24][Si:25]([C:28]([CH3:31])([CH3:30])[CH3:29])([CH3:27])[CH3:26])[CH2:21][C@H:20]1[CH:32]=[O:33])=[O:18])[CH:14]=[CH2:15]>O1CCCC1.CCCCCC>[CH2:13]([O:16][C:17]([N:19]1[CH2:23][C@H:22]([O:24][Si:25]([C:28]([CH3:30])([CH3:29])[CH3:31])([CH3:26])[CH3:27])[CH2:21][C@H:20]1[CH:32]([C:2]1[CH:7]=[CH:6][CH:5]=[CH:4][N:3]=1)[OH:33])=[O:18])[CH:14]=[CH2:15]. Procedure details: To a solution of 2-bromopyridine (21.9 g) in tetrahydrofuran (310 ml) was added dropwise n-butyl lithium (1.65N) in hexane (78 ml) under -60° C. After stirring for 15 minutes, (2S,4R)-1-allyloxycarbonyl-4-(t-butyldimethylsilyloxy)-2-formylpyrrolidine (31 g) was added dropwise under -60° C. After stirring for 30 minutes, the reaction mixture was quenched with water and extracted three times with ethyl acetate. The combined organic layer was washed with water and brine, dried over magnesium sulfat... Reactants: Cl (HCl), C1C(=O)CSC1=O (thiotetronic acid), 2.22, Cl.CN(CCCN=C=NCC)C (1-(3-dimethylaminopropyl)-3-ethylcarbodiimide hydrochloride), C(CCCCCCC\C=C/C\C=C/CCCCC)(=O)O (linoleic acid). Reagents/catalysts: CN(C1=CC=NC=C1)C (4-dimethylaminopyridine). Solvent: CN(C=O)C (dimethylformamide), C(C)N(CC)CC (triethylamine). Reaction conditions: time 8 hour. Product: OC1=C(C(SC1)=O)C(CCCCCCC\C=C/C\C=C/CCCCC)=O (4-hydroxy-3-[(Z,Z)-1-oxo-9,12-octadecadienyl]-2(5H)-thiophenone). Isolated yield 29.9%. Reaction SMILES: [CH2:1]1[C:6](=[O:7])[S:5][CH2:4][C:2]1=[O:3].Cl.CN(C)CCCN=C=NCC.[C:20](O)(=[O:38])[CH2:21][CH2:22][CH2:23][CH2:24][CH2:25][CH2:26][CH2:27]/[CH:28]=[CH:29]\[CH2:30]/[CH:31]=[CH:32]\[CH2:33][CH2:34][CH2:35][CH2:36][CH3:37].Cl>CN(C)C=O.CN(C)C1C=CN=CC=1.C(N(CC)CC)C>[OH:3][C:2]1[CH2:4][S:5][C:6](=[O:7])[C:1]=1[C:20](=[O:38])[CH2:21][CH2:22][CH2:23][CH2:24][CH2:25][CH2:26][CH2:27]/[CH:28]=[CH:29]\[CH2:30]/[CH:31]=[CH:32]\[CH2:33][CH2:34][CH2:35][CH2:36][CH3:37] |f:1.2|. Procedure: To a stirring solution of 1.71 g (14.75 mmol) of thiotetronic acid in 10 mL of dimethylformamide is added 2.22 ML (17.2 mmol) of triethylamine and 592 mg (4.85 mmol) of 4-dimethylaminopyridine at 0° C. Next, 3.38 g (17.6 mmol) of 1-(3-dimethylaminopropyl)-3-ethylcarbodiimide hydrochloride and 4.96 g (17.7 mmol) of linoleic acid are added and the reaction mixture is stirred overnight at room temperature. The reaction is acidified with 1.0N HCl and extracted three times with diethyl ether. The com... Starting materials: CC=1C=C(C(=O)NCCC2=CC=C(C=C2)C2=CC=C(C=C2)O)C=CC1 (4-[2-(3-methyl-benzamido)-ethyl]-4'-hydroxy-biphenyl), BrC(C(=O)OCC)(C)C (ethyl 2-bromo-2-methyl-propionate). Product: CC(C(=O)OCC)(C)OC1=CC=C(C=C1)C1=CC=C(C=C1)CCNC(C1=CC(=CC=C1)C)=O (Ethyl 2-Methyl-2-{4-[2-(3-methyl-benzamido)-ethyl]-biphenyl-4'-oxy}-propionate). Yield: 19.0%. RXN SMILES: [CH3:1][C:2]1[CH:3]=[C:4]([CH:23]=[CH:24][CH:25]=1)[C:5]([NH:7][CH2:8][CH2:9][C:10]1[CH:15]=[CH:14][C:13]([C:16]2[CH:21]=[CH:20][C:19]([OH:22])=[CH:18][CH:17]=2)=[CH:12][CH:11]=1)=[O:6].Br[C:27]([CH3:34])([CH3:33])[C:28]([O:30][CH2:31][CH3:32])=[O:29]>>[CH3:33][C:27]([O:22][C:19]1[CH:20]=[CH:21][C:16]([C:13]2[CH:14]=[CH:15][C:10]([CH2:9][CH2:8][NH:7][C:5](=[O:6])[C:4]3[CH:23]=[CH:24][CH:25]=[C:2]([CH3:1])[CH:3]=3)=[CH:11][CH:12]=2)=[CH:17][CH:18]=1)([CH3:34])[C:28]([O:30][CH2:31][CH3:32])=[O:29]. Reported procedure: Ethyl 2-Methyl-2-{4-[2-(3-methyl-benzamido)-ethyl]-biphenyl-4'-oxy}-propionate was prepared from 4-[2-(3-methyl-benzamido)-ethyl]-4'-hydroxy-biphenyl and ethyl 2-bromo-2-methyl-propionate analogous to Example 1. Yield 19% of theory; m.p. <20° C. The reactants are NC=1C=C(C(=O)OC)C=CC1Cl (methyl 3-amino-4-chlorobenzoate), ClN1C(CCC1=O)=O (N-chlorosuccinimide). Yields the product NC=1C(=C(C(=O)OC)C=CC1Cl)Cl (methyl 3-amino-2,4-dichlorobenzoate). As a reaction SMILES: [NH2:1][C:2]1[CH:3]=[C:4]([CH:9]=[CH:10][C:11]=1[Cl:12])[C:5]([O:7][CH3:8])=[O:6].[Cl:13]N1C(=O)CCC1=O>>[NH2:1][C:2]1[C:3]([Cl:13])=[C:4]([CH:9]=[CH:10][C:11]=1[Cl:12])[C:5]([O:7][CH3:8])=[O:6]. Procedure details: This material was prepared by chlorination of methyl 3-amino-4-chlorobenzoate with N-chlorosuccinimide. The product was isolated as a solid, m.p. 50°-52° C. The product was characterized by IR and 1H NMR spectroscopy and combustion analysis. Reactants: [H-].[Na+] (sodium hydride), CO (methanol), ClC1=C(C=C2CC(C(C2=C1Cl)=O)CC1CCCC1)OC (6,7-Dichloro-2-cyclopentylmethyl-2,3-dihydro-5-methoxy-1H-inden-1-one), ice water, CI (methyl iodide). Solvent: C1(=CC=CC=C1)C (toluene), CN(C=O)C (dimethylformamide), C1(=CC=CC=C1)C (toluene), C(C)(=O)O (acetic acid). Run at time 1.75 hour. Product: ClC1=C(C=C2CC(C(C2=C1Cl)=O)(C)CC1CCCC1)OC (6,7-Dichloro-2-cyclopentylmethyl-2,3-dihydro-5-methoxy-2-methyl-1H-inden-1-one). The yield is 73.0%. RXN SMILES: [Cl:1][C:2]1[C:10]([Cl:11])=[C:9]2[C:5]([CH2:6][CH:7]([CH2:13][CH:14]3[CH2:18][CH2:17][CH2:16][CH2:15]3)[C:8]2=[O:12])=[CH:4][C:3]=1[O:19][CH3:20].[H-].[Na+].[CH3:23]I.CO>C1(C)C=CC=CC=1.CN(C)C=O.C(O)(=O)C>[Cl:1][C:2]1[C:10]([Cl:11])=[C:9]2[C:5]([CH2:6][C:7]([CH2:13][CH:14]3[CH2:18][CH2:17][CH2:16][CH2:15]3)([CH3:23])[C:8]2=[O:12])=[CH:4][C:3]=1[O:19][CH3:20] |f:1.2|. Procedure: 6,7-Dichloro-2-cyclopentylmethyl-2,3-dihydro-5-methoxy-1H-inden-1-one (56.7 g., 0.181 mole) dissolved in dry toluene (200 ml.) is added dropwise with stirring under nitrogen over 1 hour at room temperature to a suspension of sodium hydride (56% in mineral oil, 8.74 g. 0.204 mole) in toluene (50 ml) and dry dimethylformamide (220 ml.) The mixture is stirred at room temperature for 1.75 hours after completion of the addition, cooled to 0° C., and then methyl iodide (25 ml., 0.4 mole) is added at 0... The reactants are B.C1CCOC1 (BH3.THF), ClC1=C(C=C(C=C1)N1C[C@H]2N(C(C1=O)=O)[C@@H](CC2)C2=CC(=C(C=C2)OC)OC)OC ((±)-cis-2-(4-Chloro-3-methoxy-phenyl)-6-(3,4-dimethoxy-phenyl)-hexahydro-pyrrolo[1,2-a]pyrazine-3,4-dione), CO (MeOH). Run in C1CCOC1 (THF). Conditions: temperature 0 celsius. Product: ClC1=C(C=C(C=C1)N1C[C@@H]2N(CC1)[C@@H](CC2)C2=CC(=C(C=C2)OC)OC)OC ((±)-trans-2-(4-chloro-3-methoxy-phenyl)-6-(3,4-dimethoxy-phenyl)-hexahydro-pyrrolo[1,2-a]pyrazine). Yield: 30.9%. As a reaction SMILES: [Cl:1][C:2]1[CH:7]=[CH:6][C:5]([N:8]2[C:13](=O)[C:12](=O)[N:11]3[C@H:16]([C:19]4[CH:24]=[CH:23][C:22]([O:25][CH3:26])=[C:21]([O:27][CH3:28])[CH:20]=4)[CH2:17][CH2:18][C@H:10]3[CH2:9]2)=[CH:4][C:3]=1[O:29][CH3:30].B.C1COCC1.CO>C1COCC1>[Cl:1][C:2]1[CH:7]=[CH:6][C:5]([N:8]2[CH2:13][CH2:12][N:11]3[C@H:16]([C:19]4[CH:24]=[CH:23][C:22]([O:25][CH3:26])=[C:21]([O:27][CH3:28])[CH:20]=4)[CH2:17][CH2:18][C@@H:10]3[CH2:9]2)=[CH:4][C:3]=1[O:29][CH3:30] |f:1.2|. Procedure details: (±)-cis-2-(4-Chloro-3-methoxy-phenyl)-6-(3,4-dimethoxy-phenyl)-hexahydro-pyrrolo[1,2-a]pyrazine-3,4-dione (49.7 mg, 0.115 mmol) was dissolved in dry THF (10 mL) and BH3.THF (1 mL, 1 mmol) was added dropwise to the mixture, which was then heated at reflux overnight. The solution was cooled to 0° C. and MeOH (2 mL) was added dropwise. The solvent was removed by evaporation and the crude product was dissolved in MeOH (10 mL) and 12N HCl (2 mL). The solution was refluxed for 4 hours. The reaction mi...